This data is from the Open Reaction Database (ORD), a public repository of structured organic reaction records. The task is: describe an organic reaction: reactants, conditions, products, and yield The reactants are COC(COC1=C(C=C(C=C1)Cl)CO)=O ((4-chloro-2-hydroxymethyl-phenoxy)-acetic acid methyl ester), P(Br)(Br)Br (phosphorus tribromide). Run in C(Cl)Cl (DCM), O (water). Conditions: temperature 0 celsius, time 90 minute. Product: COC(COC1=C(C=C(C=C1)Cl)CBr)=O ((2-bromomethyl-4-chloro-phenoxy)-acetic acid methyl ester). Reaction SMILES: [CH3:1][O:2][C:3](=[O:15])[CH2:4][O:5][C:6]1[CH:11]=[CH:10][C:9]([Cl:12])=[CH:8][C:7]=1[CH2:13]O.P(Br)(Br)[Br:17]>C(Cl)Cl.O>[CH3:1][O:2][C:3](=[O:15])[CH2:4][O:5][C:6]1[CH:11]=[CH:10][C:9]([Cl:12])=[CH:8][C:7]=1[CH2:13][Br:17]. Reported procedure: To a cooled (0° C.) solution of (4-chloro-2-hydroxymethyl-phenoxy)-acetic acid methyl ester (5 g, 0.022 mmol) in DCM (50 mL) under an inert atmosphere of nitrogen is added phosphorus tribromide (1.03 mL, 0.011 mol) and the mixture is stirred at 0° C. for 90 minutes. The reaction mixture is diluted with water (15 mL) and allowed to warm to RT. The mixture is then washed with water (2×25 mL) and the organic portion is separated, washed with brine, dried (MgSO4) and concentrated in vacuo to yield t...